Task: describe an organic reaction: reactants, conditions, products, and yield. Dataset: the Open Reaction Database (ORD), a public repository of structured organic reaction records Reactants: CS(=O)(=O)O, Nc1ccncc1, O, O=C1CC(c2ccccc2)CC(=O)O1, Cc1ccccc1C. Product: O=C1CC(c2ccccc2)CC(=O)N1c1ccncc1. Reaction SMILES: [CH3:30][S:31]([OH:32])(=[O:33])=[O:34].[NH2:15][c:16]1[cH:17][cH:18][n:19][cH:20][cH:21]1.[OH2:35].[c:1]1([CH:7]2[CH2:8][C:9](=[O:10])[O:11][C:12](=[O:14])[CH2:13]2)[cH:2][cH:3][cH:4][cH:5][cH:6]1.[c:22]1([CH3:23])[c:24]([CH3:25])[cH:26][cH:27][cH:28][cH:29]1>>[c:1]1([CH:7]2[CH2:8][C:9](=[O:11])[N:15]([c:16]3[cH:17][cH:18][n:19][cH:20][cH:21]3)[C:12](=[O:14])[CH2:13]2)[cH:2][cH:3][cH:4][cH:5][cH:6]1. The reactants are Cl.ClCCNC(=O)C=1C=NC=CC1 (N-(2-chloroethyl)-3-pyridinecarboxamide hydrochloride), N1CCC(CC1)N1C(NC2=C1C=CC=C2)=O (1,3-dihydro-1-(4-piperidinyl)-2H-benzimidazol-2-one), C([O-])([O-])=O.[Na+].[Na+] (sodium carbonate). The solvent is CC(CC(C)=O)C (4-methyl-2-pentanone). Product: O.Cl.Cl.O=C1NC2=C(N1C1CCN(CC1)CCNC(=O)C=1C=NC=CC1)C=CC=C2 (N-{2-[4-(2,3-dihydro-2-oxo-1H-benzimidazol-1-yl)-1-piperidinyl]ethyl}-3-pyridinecarboxamide dihydrochloride hydrate). As a reaction SMILES: [ClH:1].[Cl:2][CH2:3][CH2:4][NH:5][C:6]([C:8]1[CH:9]=[N:10][CH:11]=[CH:12][CH:13]=1)=[O:7].[NH:14]1[CH2:19][CH2:18][CH:17]([N:20]2[C:24]3[CH:25]=[CH:26][CH:27]=[CH:28][C:23]=3[NH:22][C:21]2=[O:29])[CH2:16][CH2:15]1.C(=O)([O-])[O-].[Na+].[Na+]>CC(C)CC(=O)C>[OH2:7].[ClH:2].[ClH:1].[O:29]=[C:21]1[N:20]([CH:17]2[CH2:16][CH2:15][N:14]([CH2:3][CH2:4][NH:5][C:6]([C:8]3[CH:9]=[N:10][CH:11]=[CH:12][CH:13]=3)=[O:7])[CH2:19][CH2:18]2)[C:24]2[CH:25]=[CH:26][CH:27]=[CH:28][C:23]=2[NH:22]1 |f:0.1,3.4.5,7.8.9.10|. Reported procedure: A mixture of 8.8 parts of N-(2-chloroethyl)-3-pyridinecarboxamide hydrochloride, 4.6 parts of 1,3-dihydro-1-(4-piperidinyl)-2H-benzimidazol-2-one, 4.24 parts of sodium carbonate and 120 parts of 4-methyl-2-pentanone is stirred and refluxed for 48 hours. The reaction mixture is cooled to room temperature and poured onto water. The product is extracted five times with trichloromethane. The combined extracts are dried, filtered and evaporated. The residue is purified by column-chromatography over s... Run at time 5 hour. The reactants are CC=1C=C(C=CC1C)NC(CCC)=O (N-(3,4-dimethylphenyl)butyramide), C1=CC=C2C(=C1)C(=O)C(C2=O)(O)O (ninhydrin), ice. Solvent: S(O)(O)(=O)=O (sulfuric acid). Reported procedure: N-(3,4-dimethylphenyl)butyramide (1.00 mg, 5.61 mmol) and ninhydrin (1.07 mg, 5.61 mmol) were dissolved in conc. sulfuric acid (15 mL) and stirred at room temperature for 5 hrs. The reaction was stopped by slowing pouring the solution to 150 g of ice and stirring. The reaction mixture was extracted with ethylacetate and water, washed with brine. The washed organic layer was dried over sodium sulfate, concentrated in a vacuum, and purified through silica gel column chromatography (30% ethylacetat... Product: OC1(C(C2=CC=CC=C2C1=O)=O)C1=C(C=C(C(=C1)C)C)NC(CCC)=O (N-(2-(2-Hydroxy-1,3-dioxo-2,3-dihydro-1H-inden-2-yl)-4,5-dimethylphenyl)butyramide). Yield: 55.8%. Reaction SMILES: [CH3:1][C:2]1[CH:3]=[C:4]([NH:9][C:10](=[O:14])[CH2:11][CH2:12][CH3:13])[CH:5]=[CH:6][C:7]=1[CH3:8].[CH:15]1[CH:20]=[C:19]2[C:21]([C:23](O)([OH:26])[C:24](=[O:25])[C:18]2=[CH:17][CH:16]=1)=[O:22]>S(=O)(=O)(O)O>[OH:26][C:23]1([C:5]2[CH:6]=[C:7]([CH3:8])[C:2]([CH3:1])=[CH:3][C:4]=2[NH:9][C:10](=[O:14])[CH2:11][CH2:12][CH3:13])[C:24](=[O:25])[C:18]2[C:19](=[CH:20][CH:15]=[CH:16][CH:17]=2)[C:21]1=[O:22]. Starting materials: NC(CCCC(=O)OC)C1=C(C=NC=C1OC)OC (methyl 5-amino-5-(3,5-dimethoxypyridin-4-yl)pentanoate), N=1N(N=CC1)C=1C=C(C=O)C=CC1 (3-(2H-1,2,3-triazol-2-yl)benzaldehyde). Procedure details: Prepared according to the described general procedure 1 (GP1) by reaction of methyl 5-amino-5-(3,5-dimethoxypyridin-4-yl)pentanoate with 3-(2H-1,2,3-triazol-2-yl)benzaldehyde. Subsequent purification by preparative HPLC afforded the target compound. LC-MS (conditions A): tR=0.52 min.; [M+H]+: 393.71 g/mol. As a reaction SMILES: [NH2:1][CH:2]([C:10]1[C:15]([O:16][CH3:17])=[CH:14][N:13]=[CH:12][C:11]=1[O:18][CH3:19])[CH2:3][CH2:4][CH2:5][C:6]([O:8]C)=O.[N:20]1[N:21]([C:25]2[CH:26]=[C:27]([CH:30]=[CH:31][CH:32]=2)[CH:28]=O)[N:22]=[CH:23][CH:24]=1>>[N:20]1[N:21]([C:25]2[CH:26]=[C:27]([CH:30]=[CH:31][CH:32]=2)[CH2:28][N:1]2[CH:2]([C:10]3[C:15]([O:16][CH3:17])=[CH:14][N:13]=[CH:12][C:11]=3[O:18][CH3:19])[CH2:3][CH2:4][CH2:5][C:6]2=[O:8])[N:22]=[CH:23][CH:24]=1. Yields the product N=1N(N=CC1)C=1C=C(CN2C(CCCC2C2=C(C=NC=C2OC)OC)=O)C=CC1 (1-(3-(2H-1,2,3-triazol-2-yl)benzyl)-6-(3,5-dimethoxypyridin-4-yl)piperidin-2-one). The reactants are COC(=O)C=1C(=C2C=C(C(N(C2=CN1)CC1=CC=CC=C1)=O)Br)O (1-benzyl-3-bromo-5-hydroxy-2-oxo-1,2-dihydro-[1,7]naphthyridine-6-carboxylic acid methyl ester), FC(C1=CC=C(C=C1)B(O)O)(F)F (4-(trifluoromethyl)phenylboronic acid), [O-]P(=O)([O-])[O-].[K+].[K+].[K+] (K3PO4), Cl (HCl). Reagents/catalysts: CC(=O)[O-].CC(=O)[O-].[Pd+2] (Pd(OAc)2), COC=1C=CC=C(C1C=2C=CC=CC2P(C3CCCCC3)C4CCCCC4)OC (SPhos). The solvent is C1(=CC=CC=C1)C (toluene), O (H2O), CCOC(=O)C (EtOAc), O (water). Reaction conditions: temperature 105 celsius. The product is COC(=O)C=1C(=C2C=C(C(N(C2=CN1)CC1=CC=CC=C1)=O)C1=CC=C(C=C1)C(F)(F)F)O (1-Benzyl-5-hydroxy-2-oxo-3-(4-trifluoromethyl-phenyl)-1,2-dihydro-[1,7]naphthyridine-6-carboxylic acid methyl ester). The yield is 65.2%. As a reaction SMILES: [CH3:1][O:2][C:3]([C:5]1[C:6]([OH:24])=[C:7]2[C:12](=[CH:13][N:14]=1)[N:11]([CH2:15][C:16]1[CH:21]=[CH:20][CH:19]=[CH:18][CH:17]=1)[C:10](=[O:22])[C:9](Br)=[CH:8]2)=[O:4].[F:25][C:26]([F:37])([F:36])[C:27]1[CH:32]=[CH:31][C:30](B(O)O)=[CH:29][CH:28]=1.[O-]P([O-])([O-])=O.[K+].[K+].[K+].Cl>C1(C)C=CC=CC=1.CC([O-])=O.CC([O-])=O.[Pd+2].COC1C=CC=C(OC)C=1C1C=CC=CC=1P(C1CCCCC1)C1CCCCC1.CCOC(C)=O.O>[CH3:1][O:2][C:3]([C:5]1[C:6]([OH:24])=[C:7]2[C:12](=[CH:13][N:14]=1)[N:11]([CH2:15][C:16]1[CH:21]=[CH:20][CH:19]=[CH:18][CH:17]=1)[C:10](=[O:22])[C:9]([C:30]1[CH:31]=[CH:32][C:27]([C:26]([F:37])([F:36])[F:25])=[CH:28][CH:29]=1)=[CH:8]2)=[O:4] |f:2.3.4.5,8.9.10|. Procedure: A mixture of 1-benzyl-3-bromo-5-hydroxy-2-oxo-1,2-dihydro-[1,7]naphthyridine-6-carboxylic acid methyl ester (220 mg, 0.57 mmol), 4-(trifluoromethyl)phenylboronic acid (161 mg, 0.85 mmol), K3PO4 (240 mg, 1.13 mmol), H2O (20 mg, 1.13 mmol), SPhos (12 mg, 0.028 mmol) and Pd(OAc)2 (12 mg, 0.017 mmol) in toluene (10 mL) was heated at 105° C. under nitrogen atmosphere for 20 h. After the mixture was cooled to r.t., water and EtOAc were added. 1 M HCl was added until pH was about 3, and the aqueous lay...